This data is from the Open Reaction Database (ORD), a public repository of structured organic reaction records. The task is: describe an organic reaction: reactants, conditions, products, and yield Starting materials: OC1=C(C#N)C=CC=C1O (2,3-dihydroxybenzonitrile), C1N2CN3CN1CN(C2)C3 (hexamethylene tetramine), FC(C(=O)O)(F)F (trifluoroacetic acid), O (Water). Yields the product OC=1C=C(C=O)C=C(C1O)C#N (3,4-Dihydroxy-5-cyanobenzaldehyde). RXN SMILES: [OH:1][C:2]1[C:9]([OH:10])=[CH:8][CH:7]=[CH:6][C:3]=1[C:4]#[N:5].C1N2CN3CN(C2)CN1C3.O.FC(F)(F)[C:24](O)=[O:25]>>[OH:10][C:9]1[CH:8]=[C:7]([CH:6]=[C:3]([C:4]#[N:5])[C:2]=1[OH:1])[CH:24]=[O:25]. Procedure details: A solution containing 1.35 g of 2,3-dihydroxybenzonitrile and 1.4 g of hexamethylene tetramine in 20 ml of trifluoroacetic acid was refluxed for 1.5 h. Water was added and the product was filtered. Yield 0.9 g (55%), m.p. 211°-215° C. The reactants are CC(=O)OI1(C=2C=CC=CC2C(=O)O1)(OC(=O)C)OC(=O)C (Dess Martin Reagent), C(C)N1N=CC=2C1=NC(=C(C2NC2CCOCC2)CNC(C2=CC=C(C=C2)CCCCCO)=O)CC (N-[[1,6-Diethyl-4-[(tetrahydro-2H-pyran-4-yl)amino]-1H-pyrazolo[3,4-b]pyridin-5-yl]methyl]-4-(5-hydroxypentyl)benzamide), resultant mixture. Run in C1CCOC1 (THF), C(Cl)Cl (DCM). Product: C(C)N1N=CC=2C1=NC(=C(C2NC2CCOCC2)CNC(C2=CC=C(C=C2)CCCCC=O)=O)CC (N-[[1,6-Diethyl-4-[(tetrahydro-2H-pyran-4-yl)amino]-1H-pyrazolo[3,4-b]pyridin-5-yl]methyl]-4-(5-oxopentyl)benzamide). The yield is 99.7%. As a reaction SMILES: CC(OI1(OC(C)=O)(OC(C)=O)OC(=O)C2C=CC=CC1=2)=O.[CH2:23]([N:25]1[C:29]2=[N:30][C:31]([CH2:57][CH3:58])=[C:32]([CH2:41][NH:42][C:43](=[O:56])[C:44]3[CH:49]=[CH:48][C:47]([CH2:50][CH2:51][CH2:52][CH2:53][CH2:54][OH:55])=[CH:46][CH:45]=3)[C:33]([NH:34][CH:35]3[CH2:40][CH2:39][O:38][CH2:37][CH2:36]3)=[C:28]2[CH:27]=[N:26]1)[CH3:24]>C1COCC1.C(Cl)Cl>[CH2:23]([N:25]1[C:29]2=[N:30][C:31]([CH2:57][CH3:58])=[C:32]([CH2:41][NH:42][C:43](=[O:56])[C:44]3[CH:45]=[CH:46][C:47]([CH2:50][CH2:51][CH2:52][CH2:53][CH:54]=[O:55])=[CH:48][CH:49]=3)[C:33]([NH:34][CH:35]3[CH2:40][CH2:39][O:38][CH2:37][CH2:36]3)=[C:28]2[CH:27]=[N:26]1)[CH3:24]. Procedure: Dess Martin Reagent (432 mg, 1.02 mmol) was added to a solution of Intermediate 34 (250 mg, 0.51 mmol) in THF (5 mL) and DCM (5 mL). The resultant mixture was stirred at rt for 2 h. The solvent was removed in vacuo and the crude solid was purified by column chromatography on silica gel eluting with 0-10% DCM-MeOH to afford the title compound as a white solid (250 mg). ES/MS calcd. for C28H38N5O3+ 492.3. found m/z=492.3 (M+H)+. Starting materials: OCC1=C(SC=C1)C(=O)O (3-hydroxymethyl-thiophene-2-carboxylic acid), C1(=CC=C(C=C1)S(=O)(=O)Cl)C (p-toluenesulfonyl chloride). Run in ClCCl (dichloromethane), triethylamide. Run at time 8 hour. Product: S1C=CC2=C1C(OC2)=O (4H-Thieno[2,3-c]furan-6-one). As a reaction SMILES: O[CH2:2][C:3]1[CH:7]=[CH:6][S:5][C:4]=1[C:8]([OH:10])=[O:9].C1(C)C=CC(S(Cl)(=O)=O)=CC=1>ClCCl>[S:5]1[C:4]2[C:8](=[O:9])[O:10][CH2:2][C:3]=2[CH:7]=[CH:6]1. Reported procedure: A solution of 3-hydroxymethyl-thiophene-2-carboxylic acid (25 mg, 0.15 mmol) in dichloromethane (4 ml) and triethylamide (1.5 mL) is treated with p-toluenesulfonyl chloride (50 mg, 0.26 mmol) and the reaction mixture is stirred at room temperature overnight. The reaction mixture is concentrated and the product is purified by chromatography (silica gel, ethylacetate/hexane) to give the title compound. This material was used directly in the preparation of Example 70. Reactants: C=CCC(CC(=O)O)NC(=O)NCc1ccccc1, CCN=C=NCCCN(C)C, CCOC(C)=O, CCN(C(C)C)C(C)C, ClCCl, CCOC(CN(Cc1cccc2scnc12)C(=O)C(N)Cc1ccc(OC(C)(C)C)cc1)OCC, On1nnc2ccccc21. Product: C=CCC(CC(=O)NC(Cc1ccc(OC(C)(C)C)cc1)C(=O)N(Cc1cccc2scnc12)CC(OCC)OCC)NC(=O)NCc1ccccc1. As a reaction SMILES: [CH2:36]([c:37]1[cH:38][cH:39][cH:40][cH:41][cH:42]1)[NH:43][C:44]([NH:45][CH:46]([CH2:47][C:48](=[O:49])[OH:50])[CH2:51][CH:52]=[CH2:53])=[O:54].[CH3:55][CH2:56][N:57]=[C:58]=[N:59][CH2:60][CH2:61][CH2:62][N:63]([CH3:64])[CH3:65].[CH3:88][CH2:89][O:90][C:91]([CH3:92])=[O:93].[CH:76]([N:77]([CH2:78][CH3:79])[CH:80]([CH3:81])[CH3:82])([CH3:83])[CH3:84].[Cl:85][CH2:86][Cl:87].[NH2:1][CH:2]([C:3](=[O:4])[N:5]([CH2:6][CH:7]([O:8][CH2:9][CH3:10])[O:11][CH2:12][CH3:13])[CH2:14][c:15]1[cH:16][cH:17][cH:18][c:19]2[c:20]1[n:21][cH:22][s:23]2)[CH2:24][c:25]1[cH:26][cH:27][c:28]([O:31][C:32]([CH3:33])([CH3:34])[CH3:35])[cH:29][cH:30]1.[OH:66][n:67]1[c:68]2[c:69]([cH:70][cH:71][cH:72][cH:73]2)[n:74][n:75]1>>[NH:1]([CH:2]([C:3](=[O:4])[N:5]([CH2:6][CH:7]([O:8][CH2:9][CH3:10])[O:11][CH2:12][CH3:13])[CH2:14][c:15]1[cH:16][cH:17][cH:18][c:19]2[c:20]1[n:21][cH:22][s:23]2)[CH2:24][c:25]1[cH:26][cH:27][c:28]([O:31][C:32]([CH3:33])([CH3:34])[CH3:35])[cH:29][cH:30]1)[C:48]([CH2:47][CH:46]([NH:45][C:44]([NH:43][CH2:36][c:37]1[cH:38][cH:39][cH:40][cH:41][cH:42]1)=[O:54])[CH2:51][CH:52]=[CH2:53])=[O:49]. Starting materials: OCCC1=CC=C(C=C1)C1C(CN(CC1)C(=O)OC(C)(C)C)OCC1=CC2=CC=CC=C2C=C1 (tert-butyl (3RS,4RS)-4-[4-(2-hydroxy-ethyl)-phenyl)-3-naphthalen-2-ylmethoxy-piperidine-1-carboxylate), S1C=C(C=C1)CC(=O)O (3-thiopheneacetic acid), 1,1-carbonyldiimidazole. The product is C1=C(C=CC2=CC=CC=C12)COC1CN(CCC1C1=CC=C(C=C1)CCOC(CC1=CSC=C1)=O)C(=O)OC(C)(C)C (tert-butyl (3RS,4RS)-3-naphthalen-2-ylmethoxy-4-[4-(2-thiophen-3-ylacetoxy-ethyl)-phenyl]-piperidine-1-carboxylate). RXN SMILES: [OH:1][CH2:2][CH2:3][C:4]1[CH:9]=[CH:8][C:7]([CH:10]2[CH2:15][CH2:14][N:13]([C:16]([O:18][C:19]([CH3:22])([CH3:21])[CH3:20])=[O:17])[CH2:12][CH:11]2[O:23][CH2:24][C:25]2[CH:34]=[CH:33][C:32]3[C:27](=[CH:28][CH:29]=[CH:30][CH:31]=3)[CH:26]=2)=[CH:6][CH:5]=1.[S:35]1[CH:39]=[CH:38][C:37]([CH2:40][C:41](O)=[O:42])=[CH:36]1>>[CH:26]1[C:27]2[C:32](=[CH:31][CH:30]=[CH:29][CH:28]=2)[CH:33]=[CH:34][C:25]=1[CH2:24][O:23][CH:11]1[CH:10]([C:7]2[CH:8]=[CH:9][C:4]([CH2:3][CH2:2][O:1][C:41](=[O:42])[CH2:40][C:37]3[CH:38]=[CH:39][S:35][CH:36]=3)=[CH:5][CH:6]=2)[CH2:15][CH2:14][N:13]([C:16]([O:18][C:19]([CH3:22])([CH3:20])[CH3:21])=[O:17])[CH2:12]1. Procedure: In an analogous manner to that described in Example 24(g), by condensing tert-butyl (3RS,4RS)-4-[4-(2-hydroxy-ethyl)-phenyl)-3-naphthalen-2-ylmethoxy-piperidine-1-carboxylate and 3-thiopheneacetic acid using 1,1-carbonyldiimidazole as the condensation agent there was obtained tert-butyl (3RS,4RS)-3-naphthalen-2-ylmethoxy-4-[4-(2-thiophen-3-ylacetoxy-ethyl)-phenyl]-piperidine-1-carboxylate as a colourless solid, MS: 603 (M+NH4)+. The product is C(C)(C)(C)OC(=O)N1[C@@H](C[C@H](C1)OC=1N=C2C=CC=CC2=C2C=CC=CC12)C(=O)O ((2S,4R)-1-(tert-butoxycarbonyl)-4-(phenanthridin-6-yloxy)pyrrolidine-2-carboxylic acid). As a reaction SMILES: [C:1]([N:8]1[CH2:15][C@H:14]([OH:16])[CH2:13][C@H:9]1[C:10]([OH:12])=[O:11])([O:3][C:4]([CH3:7])([CH3:6])[CH3:5])=[O:2].Cl[C:18]1[N:19]=[C:20]2[C:25](=[C:26]3[C:31]=1[CH:30]=[CH:29][CH:28]=[CH:27]3)[CH:24]=[CH:23][CH:22]=[CH:21]2.CC(C)([O-])C.[Na+]>CN1C(=O)CCC1>[C:4]([O:3][C:1]([N:8]1[CH2:15][C@H:14]([O:16][C:18]2[N:19]=[C:20]3[C:25](=[C:26]4[C:31]=2[CH:30]=[CH:29][CH:28]=[CH:27]4)[CH:24]=[CH:23][CH:22]=[CH:21]3)[CH2:13][C@H:9]1[C:10]([OH:12])=[O:11])=[O:2])([CH3:7])([CH3:6])[CH3:5] |f:2.3|. The reactants are C(=O)(OC(C)(C)C)N1[C@H](C(=O)O)C[C@H](C1)O ((2S,4R)—N-Boc-4-hydroxyproline), ClC=1N=C2C=CC=CC2=C2C=CC=CC12 (6-chlorophenanthridine), CC(C)([O-])C.[Na+] (sodium t-butoxide). Procedure details: (2S,4R)—N-Boc-4-hydroxyproline can be reacted with 6-chlorophenanthridine in NMP, in the presence of sodium t-butoxide, to produce (2S,4R)-1-(tert-butoxycarbonyl)-4-(phenanthridin-6-yloxy)pyrrolidine-2-carboxylic acid. Methyl tertiary butyl ether (MTBE) and water can then be added. The aqueous layer is separated, washed, and then HCl is added, followed by extraction with MTBE. The extracted product can be mixed with diisopropylethylamine (DIPEA) and HATU (CAS #148893-10-1), and then reacted with... The solvent is CN1CCCC1=O (NMP). Starting materials: CCCCOCCOc1ccc(-c2ccc3c(c2)C=C(C(=O)Nc2ccc(SCc4nccn4CCC)cc2)CCN3CC(C)C)cc1, ClCCl, [Na+], [Na+], O=C(OO)c1cccc(Cl)c1, O=S([O-])([O-])=S. The product is CCCCOCCOc1ccc(-c2ccc3c(c2)C=C(C(=O)Nc2ccc(S(=O)Cc4nccn4CCC)cc2)CCN3CC(C)C)cc1. Reaction SMILES: [CH2:1]([CH2:2][CH2:3][CH3:4])[O:5][CH2:6][CH2:7][O:8][c:9]1[cH:10][cH:11][c:12](-[c:15]2[cH:16][cH:17][c:18]3[c:19]([cH:48]2)[CH:20]=[C:21]([C:29](=[O:30])[NH:31][c:32]2[cH:33][cH:34][c:35]([S:38][CH2:39][c:40]4[n:41]([CH2:45][CH2:46][CH3:47])[cH:42][cH:43][n:44]4)[cH:36][cH:37]2)[CH2:22][CH2:23][N:24]3[CH2:25][CH:26]([CH3:27])[CH3:28])[cH:13][cH:14]1.[Cl:67][CH2:68][Cl:69].[Na+:65].[Na+:66].[OH:49][O:50][C:51]([c:52]1[cH:53][c:54]([Cl:55])[cH:56][cH:57][cH:58]1)=[O:59].[S:60]([O-:61])([O-:62])(=[O:63])=[S:64]>>[CH2:1]([CH2:2][CH2:3][CH3:4])[O:5][CH2:6][CH2:7][O:8][c:9]1[cH:10][cH:11][c:12](-[c:15]2[cH:16][cH:17][c:18]3[c:19]([cH:48]2)[CH:20]=[C:21]([C:29](=[O:30])[NH:31][c:32]2[cH:33][cH:34][c:35]([S:38]([CH2:39][c:40]4[n:41]([CH2:45][CH2:46][CH3:47])[cH:42][cH:43][n:44]4)=[O:49])[cH:36][cH:37]2)[CH2:22][CH2:23][N:24]3[CH2:25][CH:26]([CH3:27])[CH3:28])[cH:13][cH:14]1.